describe an organic reaction: reactants, conditions, products, and yield From a dataset of the Open Reaction Database (ORD), a public repository of structured organic reaction records. Starting materials: C(C)(=O)O (acetic acid), C(C)(=O)O (acetic acid), C(CCC(=O)O)(=O)O.C1(=CC=CC=C1)C(=O)C(O)C1=CC=CC=C1.C1(=CC=CC=C1)C(=O)C(O)C1=CC=CC=C1 (benzoin hemisuccinate), C(C)(=O)[O-].[NH4+] (ammonium acetate). Solvent: O (water), O (Water). Reaction conditions: time 2 hour. The product is C1(=CC=CC=C1)C=1N=C(OC1C1=CC=CC=C1)CCC(=O)O (β-(4,5-Diphenyloxazol-2-yl)Propionic Acid). RXN SMILES: C(O)(=O)C.[C:5]([OH:12])(=O)[CH2:6][CH2:7][C:8]([OH:10])=[O:9].[C:13]1([C:19]([CH:21]([C:23]2[CH:28]=[CH:27][CH:26]=[CH:25][CH:24]=2)O)=O)[CH:18]=[CH:17][CH:16]=[CH:15][CH:14]=1.C1(C(C(C2C=CC=CC=2)O)=O)C=CC=CC=1.C([O-])(=O)C.[NH4+:49]>O>[C:13]1([C:19]2[N:49]=[C:5]([CH2:6][CH2:7][C:8]([OH:10])=[O:9])[O:12][C:21]=2[C:23]2[CH:28]=[CH:27][CH:26]=[CH:25][CH:24]=2)[CH:18]=[CH:17][CH:16]=[CH:15][CH:14]=1 |f:1.2.3,4.5|. Procedure details: A clean dry reactor of 50 gallon capacity (227 liters) was charged with glacial acetic acid (92.0 kg.). With agitation benzoin hemisuccinate (25.3 kg.) prepared as described under part A and ammonium acetate (31 kg.) were added. The reaction mixture was heated to 90°-95° C. and stirred at this temperature range for 11/2 hours. Water (44.0 kg.) was carefully added to the reaction mixture and the mixture was reheated to 90°-95° C. The mixture was then transferred to another reactor of 50 gallon ca...